From a dataset of the Open Reaction Database (ORD), a public repository of structured organic reaction records. describe an organic reaction: reactants, conditions, products, and yield Reactants: C(CCCCC)N1CCC(CC1)C(=O)N (1-hexylpiperidine-4-carboxamide), [H-].[H-].[H-].[H-].[Li+].[Al+3] (LAH). Yields the product NCC1CCN(CC1)CCCCCC (4-Aminomethyl-1-hexyl-piperidine). Yield: 74.8%. As a reaction SMILES: [CH2:1]([N:7]1[CH2:12][CH2:11][CH:10]([C:13]([NH2:15])=O)[CH2:9][CH2:8]1)[CH2:2][CH2:3][CH2:4][CH2:5][CH3:6].[H-].[H-].[H-].[H-].[Li+].[Al+3]>>[NH2:15][CH2:13][CH:10]1[CH2:11][CH2:12][N:7]([CH2:1][CH2:2][CH2:3][CH2:4][CH2:5][CH3:6])[CH2:8][CH2:9]1 |f:1.2.3.4.5.6|. Procedure: Prepared from 1-hexylpiperidine-4-carboxamide (6.6 g, 31.0 mmol) and LAH (1.93 g, 62.0 mmol) according to general the procedure used for Example 8 (Step B) to give 4.6 g of title compound as a waxy solid. Starting materials: FC(F)(F)S(=O)(=O)C1=CC=C(C=C1)N (4-aminophenyl trifluoromethyl sulfone), C1(=CC(=CC=C1)CC(=O)O)CC(=O)O (1,3-phenylenediacetic acid). Yields the product FC(S(=O)(=O)C1=CC=C(C=C1)NC(CC1=CC(=CC=C1)CC(NC1=CC=C(C=C1)S(=O)(=O)C(F)(F)F)=O)=O)(F)F (N-(4-Trifluoromethanesulfonyl-phenyl)-2-{3-[(4-trifluoromethanesulfonyl-phenylcarbamoyl)-methyl]-phenyl}-acetamide). As a reaction SMILES: [F:1][C:2]([S:5]([C:8]1[CH:13]=[CH:12][C:11]([NH2:14])=[CH:10][CH:9]=1)(=[O:7])=[O:6])([F:4])[F:3].[C:15]1([CH2:25][C:26]([OH:28])=O)[CH:20]=[CH:19][CH:18]=[C:17]([CH2:21][C:22]([OH:24])=O)[CH:16]=1>>[F:1][C:2]([F:4])([F:3])[S:5]([C:8]1[CH:13]=[CH:12][C:11]([NH:14][C:22](=[O:24])[CH2:21][C:17]2[CH:18]=[CH:19][CH:20]=[C:15]([CH2:25][C:26](=[O:28])[NH:14][C:11]3[CH:12]=[CH:13][C:8]([S:5]([C:2]([F:4])([F:1])[F:3])(=[O:7])=[O:6])=[CH:9][CH:10]=3)[CH:16]=2)=[CH:10][CH:9]=1)(=[O:6])=[O:7]. Reported procedure: Same procedure as example 20 except 4-aminophenyl trifluoromethyl sulfone and 1,3-phenylenediacetic acid were used. 1H NMR (300 MHz, DMSO-d6) δ 10.91 (s, 2H, 2×NH), 8.05 (d, J=9.1 Hz, 4H), 7.99 (d, J=9.1 Hz, 4H), 7.21-7.29 (m, 4H), 3.73 (s, 4H, 2×CH2). MS 609 [M++1]. Starting materials: CC1(OB(OC1(C)C)C=1C=NNC1)C (4-(4,4,5,5-tetramethyl-1,3,2-dioxaborolan-2-yl)-1H-pyrazole), [H-].[Na+] (sodium hydride), CS(=O)(=O)OC1COCC1 (Tetrahydrofuran-3-yl methanesulfonate). Solvent: CN(C=O)C (N,N-dimethylformamide), CN(C=O)C (N,N-dimethylformamide). Run at temperature 60 celsius. Product: O1CC(CC1)N1N=CC(=C1)B1OC(C(O1)(C)C)(C)C (1-(tetrahydrofuran-3-yl)-4-(4,4,5,5-tetramethyl-1,3,2-dioxaborolan-2-yl)-1H-pyrazole). As a reaction SMILES: CS(O[CH:6]1[CH2:10][CH2:9][O:8][CH2:7]1)(=O)=O.[CH3:11][C:12]1([CH3:24])[C:16]([CH3:18])([CH3:17])[O:15][B:14]([C:19]2[CH:20]=[N:21][NH:22][CH:23]=2)[O:13]1.[H-].[Na+]>CN(C)C=O>[O:8]1[CH2:9][CH2:10][CH:6]([N:22]2[CH:23]=[C:19]([B:14]3[O:13][C:12]([CH3:24])([CH3:11])[C:16]([CH3:18])([CH3:17])[O:15]3)[CH:20]=[N:21]2)[CH2:7]1 |f:2.3|. Reported procedure: Tetrahydrofuran-3-yl methanesulfonate was dissolved in N,N-dimethylformamide (0.5 mL) and added to a pre-stirred solution of 4-(4,4,5,5-tetramethyl-1,3,2-dioxaborolan-2-yl)-1H-pyrazole (100 mg, 0.52 mmol) and sodium hydride (25 mg, 1.1 mmol) in N,N-dimethylformamide (1 mL). The mixture was heated to 60° C. for 2 d, cooled to RT, and purified by RP-HPLC to afford the desired product. LCMS: (M+H)=265.1. The reactants are O=C1CCC(=O)N1Br, Brc1cn2ccnc2c(Br)n1, ClCCl. Product: Brc1cn2c(Br)cnc2c(Br)n1. As a reaction SMILES: [Br:1][N:2]1[C:3](=[O:4])[CH2:5][CH2:6][C:7]1=[O:8].[Br:9][c:10]1[n:11][c:12]([Br:19])[c:13]2[n:14]([cH:15]1)[cH:16][cH:17][n:18]2.[Cl:20][CH2:21][Cl:22]>>[Br:1][c:16]1[n:14]2[c:13]([c:12]([Br:19])[n:11][c:10]([Br:9])[cH:15]2)[n:18][cH:17]1.